describe an organic reaction: reactants, conditions, products, and yield From a dataset of the Open Reaction Database (ORD), a public repository of structured organic reaction records. Starting materials: CI, Cc1ccc2[nH]c(=O)oc(=O)c2c1, [H-], [Na+], CN(C)C=O, O. Product: Cc1ccc2c(c1)c(=O)oc(=O)n2C. Reaction SMILES: [CH3:16][I:17].[CH3:1][c:2]1[cH:3][c:4]2[c:5]([nH:6][c:7](=[O:11])[o:8][c:9]2=[O:10])[cH:12][cH:13]1.[H-:15].[Na+:14].[O:19]=[CH:20][N:21]([CH3:22])[CH3:23].[OH2:18]>>[CH3:1][c:2]1[cH:3][c:4]2[c:5]([n:6]([CH3:16])[c:7](=[O:11])[o:8][c:9]2=[O:10])[cH:12][cH:13]1. Reactants: C1(CC1)S(=O)(=O)N (cyclopropanesulfonamide), [H-].[Na+] (sodium hydride), CC1(C(NC2=CC=C(C=C2C1)C(=O)O)C=1C=NC=C(C1)N1CCOCC1)C (3,3-dimethyl-2-(5-morpholin-4-yl-pyridin-3-yl)-1,2,3,4-tetrahydro-quinoline-6-carboxylic acid), C(=O)(N1C=NC=C1)N1C=NC=C1 (1,1′-carbonyldiimidazole), [H-].[Na+] (sodium hydride), C1(CC1)S(=O)(=O)N (cyclopropanesulfonamide). Solvent: CN(C=O)C (N,N-dimethylformamide), CN(C=O)C (N,N-dimethylformamide), CN(C=O)C (N,N-dimethylformamide). Run at temperature 25 celsius, time 1 hour. The product is CC1(C(NC2=CC=C(C=C2C1)C(=O)NS(=O)(=O)C1CC1)C=1C=NC=C(C1)N1CCOCC1)C (cyclopropanesulfonic acid [3,3-dimethyl-2-(5-morpholin-4-yl-pyridin-3-yl)-1,2,3,4-tetrahydro-quinoline-6-carbonyl]-amide). Yield: 39.4%. Reaction SMILES: [H-].[Na+].[CH:3]1([S:6]([NH2:9])(=[O:8])=[O:7])[CH2:5][CH2:4]1.[CH3:10][C:11]1([CH3:36])[CH2:20][C:19]2[C:14](=[CH:15][CH:16]=[C:17]([C:21](O)=[O:22])[CH:18]=2)[NH:13][CH:12]1[C:24]1[CH:25]=[N:26][CH:27]=[C:28]([N:30]2[CH2:35][CH2:34][O:33][CH2:32][CH2:31]2)[CH:29]=1.C(N1C=CN=C1)(N1C=CN=C1)=O>CN(C)C=O>[CH3:10][C:11]1([CH3:36])[CH2:20][C:19]2[C:14](=[CH:15][CH:16]=[C:17]([C:21]([NH:9][S:6]([CH:3]3[CH2:5][CH2:4]3)(=[O:8])=[O:7])=[O:22])[CH:18]=2)[NH:13][CH:12]1[C:24]1[CH:25]=[N:26][CH:27]=[C:28]([N:30]2[CH2:31][CH2:32][O:33][CH2:34][CH2:35]2)[CH:29]=1 |f:0.1|. Reported procedure: To a suspension of 60% sodium hydride (535 mg, 13.7 mmol) in N,N-dimethylformamide (2.5 mL) was added cyclopropanesulfonamide (1.65 g, 13.8 mmol) at room temperature. The resulting mixture was stirred at 25° C. for 1 h. A solution of 3,3-dimethyl-2-(5-morpholin-4-yl-pyridin-3-yl)-1,2,3,4-tetrahydro-quinoline-6-carboxylic acid (500 mg, 1.38 mmol) and 1,1′-carbonyldiimidazole (442 mg, 2.76 mmol) in N,N-dimethylformamide (2.0 mL) was stirred at 70° C. After stirring at 70° C. for 1 h, the above sus... Reactants: [BH4-], CCO, [Na+], O, O=C(CCCc1ccccc1)C(F)(F)F. Product: OC(CCCc1ccccc1)C(F)(F)F. RXN SMILES: [BH4-:16].[CH3:19][CH2:20][OH:21].[Na+:17].[OH2:18].[c:1]1([CH2:7][CH2:8][CH2:9][C:10]([C:11]([F:12])([F:13])[F:14])=[O:15])[cH:2][cH:3][cH:4][cH:5][cH:6]1>>[c:1]1([CH2:7][CH2:8][CH2:9][CH:10]([C:11]([F:12])([F:13])[F:14])[OH:15])[cH:2][cH:3][cH:4][cH:5][cH:6]1. As a reaction SMILES: [S:1]1[CH2:5][C:4](=[O:6])[NH:3][C:2]1=[O:7].[C:8]([C:12]1[CH:13]=[C:14]([CH:17]=[C:18]([C:21]([CH3:24])([CH3:23])[CH3:22])[C:19]=1[OH:20])[CH:15]=O)([CH3:11])([CH3:10])[CH3:9].N1CCCCC1>C(O)C>[C:21]([C:18]1[CH:17]=[C:14]([CH:15]=[C:5]2[S:1][C:2](=[O:7])[NH:3][C:4]2=[O:6])[CH:13]=[C:12]([C:8]([CH3:11])([CH3:10])[CH3:9])[C:19]=1[OH:20])([CH3:24])([CH3:23])[CH3:22]. Yields the product C(C)(C)(C)C=1C=C(C=C(C1O)C(C)(C)C)C=C1C(NC(S1)=O)=O (5-(3,5-di-tert-butyl-4-hydroxyphenyl)methylene-2,4-thiazolidinedione). Starting materials: S1C(NC(C1)=O)=O (2,4-thiazolidinedione), C(C)(C)(C)C=1C=C(C=O)C=C(C1O)C(C)(C)C (3,5-di-tert-butyl-4-hydroxybenzaldehyde), N1CCCCC1 (piperidine). Reported procedure: To a solution of 12.5 g (107 mmol) of 2,4-thiazolidinedione and 25.0 g (107 mmol) of 3,5-di-tert-butyl-4-hydroxybenzaldehyde in 300 ml of ethanol, 1.05 ml (10.7 mmol) of piperidine was added, and the mixture was heated under reflux for 5 hours. After cooling, the precipitated crystals were filtered and washed with cooled ethanol to give 15.23 g of the desired compound (42.8% yield, pale yellow crystals). The yield is 42.7%. Run in C(C)O (ethanol). The reactants are CC(C)([O-])C.[K+] (potassium t-butoxide), C(C)OC(C=CC1=CC=CC2=CC=CC=C12)=O (3-(naphthalen-1-yl)-acrylic acid ethylester), S(=O)(=O)(C1=CC=C(C)C=C1)C[N+]#[C-] (tosylmethylisocyanide), O (water). The solvent is C(C)(=O)OCC.CCCCCC (ethyl acetate n-hexane), O1CCCC1 (tetrahydrofuran), O1CCCC1 (tetrahydrofuran). Product: C(C)OC(=O)C1=CNC=C1C1=CC=CC2=CC=CC=C12 (3-(Ethoxycarbonyl)-4-(naphthalen-1-yl)-1H-pyrrole). Yield: 76.7%. Reaction SMILES: [CH2:1]([O:3][C:4](=[O:17])[CH:5]=[CH:6][C:7]1[C:16]2[C:11](=[CH:12][CH:13]=[CH:14][CH:15]=2)[CH:10]=[CH:9][CH:8]=1)[CH3:2].S([CH2:28][N+:29]#[C-:30])(C1C=CC(C)=CC=1)(=O)=O.CC(C)([O-])C.[K+].O>O1CCCC1.C(OCC)(=O)C.CCCCCC>[CH2:1]([O:3][C:4]([C:5]1[C:6]([C:7]2[C:16]3[C:11](=[CH:12][CH:13]=[CH:14][CH:15]=3)[CH:10]=[CH:9][CH:8]=2)=[CH:30][NH:29][CH:28]=1)=[O:17])[CH3:2] |f:2.3,6.7|. Procedure details: 4.3 g (18.9 mmol) of 3-(naphthalen-1-yl)-acrylic acid ethylester prepared in Preparation 6-1) and 3.68 g (18.9 mmol) of tosylmethylisocyanide were dissolved in 100 ml of tetrahydrofuran. 2.55 g (22.7 mmol) of potassium t-butoxide dissolved in 100 ml of tetrahydrofuran was slowly added thereto and the mixture was refluxed for 30 minutes. 100 ml of water was added to the reaction solution to stop the reaction and the solvent was removed under reduced pressure. The reaction solution was extracted w... Conditions: temperature 120 celsius, time 40 hour. The product is Cl.ClC=1C=C(C=CC1)NC1=NNC2=NC=NC(=C21)N[C@H](C)C2=CC=CC=C2 ((R)-3-(3-Chloro-phenylamino)-4-(1-phenyl-ethylamino)-1H-pyrazolo[3,4-d]-pyrimidine hydrochloride). Procedure: Under a nitrogen atmosphere, a mixture of 1.5 g (5.19 mmol) of 3-(3-chloro-phenylamino)-4-cyano-5-(dimethylamino-methyleneamino)-pyrazole (Step 49.2) and 10 ml of (R)-1-phenylethylamine is stirred at 120° C. for 40 hours and then concentrated by evaporation under a HV. The oily residue is purified by flash chromatography on silica gel having a particle size of 0.04-0.06 mm using ethyl acetate/hexane (7:3). The product-containing fractions are concentrated by evaporation and the resinous residue ... The reactants are ClC=1C=C(C=CC1)NC1=NNC(=C1C#N)N=CN(C)C (3-(3-chloro-phenylamino)-4-cyano-5-(dimethylamino-methyleneamino)-pyrazole), C1(=CC=CC=C1)[C@@H](C)N ((R)-1-phenylethylamine). As a reaction SMILES: [Cl:1][C:2]1[CH:3]=[C:4]([NH:8][C:9]2[C:13]([C:14]#[N:15])=[C:12]([N:16]=[CH:17][N:18](C)C)[NH:11][N:10]=2)[CH:5]=[CH:6][CH:7]=1.[C:21]1([C@H:27](N)[CH3:28])[CH:26]=[CH:25][CH:24]=[CH:23][CH:22]=1>>[ClH:1].[Cl:1][C:2]1[CH:3]=[C:4]([NH:8][C:9]2[C:13]3[C:12](=[N:16][CH:17]=[N:18][C:14]=3[NH:15][C@@H:27]([C:21]3[CH:26]=[CH:25][CH:24]=[CH:23][CH:22]=3)[CH3:28])[NH:11][N:10]=2)[CH:5]=[CH:6][CH:7]=1 |f:2.3|. Yields the product C(CCCCCCCCCCCCCCC)NC(N(C)CCO)=O.P(=O)(O)(O)OCC[N+](C)(C)C (2-(3-hexadecyl-1-methylureido)-ethanol phosphocholine). Starting materials: CNCCO.P(=O)(O)(O)OCC[N+](C)(C)C (2-methylamino-ethanol phosphocholine), C(CCCCCCCCCCCCCCC)N=C=O (hexadecyl-isocyanate). As a reaction SMILES: [CH3:1][NH:2][CH2:3][CH2:4][OH:5].[P:6]([O:10][CH2:11][CH2:12][N+:13]([CH3:16])([CH3:15])[CH3:14])([OH:9])([OH:8])=[O:7].[CH2:17]([N:33]=[C:34]=[O:35])[CH2:18][CH2:19][CH2:20][CH2:21][CH2:22][CH2:23][CH2:24][CH2:25][CH2:26][CH2:27][CH2:28][CH2:29][CH2:30][CH2:31][CH3:32]>CNC(=O)C>[CH2:17]([NH:33][C:34](=[O:35])[N:2]([CH2:3][CH2:4][OH:5])[CH3:1])[CH2:18][CH2:19][CH2:20][CH2:21][CH2:22][CH2:23][CH2:24][CH2:25][CH2:26][CH2:27][CH2:28][CH2:29][CH2:30][CH2:31][CH3:32].[P:6]([O:10][CH2:11][CH2:12][N+:13]([CH3:16])([CH3:15])[CH3:14])([OH:8])([OH:9])=[O:7] |f:0.1,4.5|. Reaction conditions: time 24 hour. Procedure: 0.5 g of 2-methylamino-ethanol-phosphocholine is dissolved in 10 ml of N-methylacetamide; the solution is mixed with 1.08 g of hexadecyl-isocyanate and stirred for 24 hours at room temperature. The solution is reduced in vacuo and the residue purified by column chromatography (silica gel//chloroform/methanol/water). The solvent is CNC(C)=O (N-methylacetamide). The reactants are S1(CCCC(C2=C1C=CC=C2)=O)(=O)=O (3,4-dihydro-1-benzothiepin-5(2H)-one 1,1-dioxide), N1CCCC1 (pyrrolidine). The reagents and catalysts are C1(=CC=C(C=C1)S(=O)(=O)O)C (p-toluenesulfonic acid). The solvent is C1=CC=CC=C1 (benzene). The product is N1(CCCC1)C1=CCCS(C2=C1C=CC=C2)(=O)=O (2,3-Dihydro-5-(1-pyrrolidinyl)-1-benzothiepin 1,1-Dioxide). Isolated yield 102.5%. Reaction SMILES: [S:1]1(=[O:14])(=[O:13])[C:7]2[CH:8]=[CH:9][CH:10]=[CH:11][C:6]=2[C:5](=O)[CH2:4][CH2:3][CH2:2]1.[NH:15]1[CH2:19][CH2:18][CH2:17][CH2:16]1>C1C=CC=CC=1.C1(C)C=CC(S(O)(=O)=O)=CC=1>[N:15]1([C:5]2[C:6]3[CH:11]=[CH:10][CH:9]=[CH:8][C:7]=3[S:1](=[O:14])(=[O:13])[CH2:2][CH2:3][CH:4]=2)[CH2:19][CH2:18][CH2:17][CH2:16]1. Procedure: A solution of 20.6 g (0.1 mol) of 3,4-dihydro-1-benzothiepin-5(2H)-one 1,1-dioxide, 9.6 g of pyrrolidine and 250 mg of p-toluenesulfonic acid in 250 ml of benzene was refluxed under a nitrogen atmosphere for 20 hours, using a Dean-Stark apparatus to remove the water which formed. Removal of the solvent under reduced pressure gave 27 g of a viscous oil which was used without further purification. The infrared spectrum showed the absence of a ketone band and the presence of a strong enamine band a... The reactants are CCOC(C)=O, CCCCCC, Cc1ccc(S(=O)(=O)N2C(CO)CCC2c2ccc(F)cc2)cc1, O=S(Cl)Cl. Reaction SMILES: [C:35]([O:36][CH2:37][CH3:38])(=[O:39])[CH3:40].[CH3:29][CH2:30][CH2:31][CH2:32][CH2:33][CH3:34].[F:1][c:2]1[cH:3][cH:4][c:5]([CH:8]2[CH2:9][CH2:10][CH:11]([CH2:23][OH:24])[N:12]2[S:13](=[O:14])(=[O:15])[c:16]2[cH:17][cH:18][c:19]([CH3:22])[cH:20][cH:21]2)[cH:6][cH:7]1.[S:25]([Cl:26])([Cl:27])=[O:28]>>[F:1][c:2]1[cH:3][cH:4][c:5]([CH:8]2[CH2:9][CH2:10][CH:11]([CH2:23][Cl:27])[N:12]2[S:13](=[O:14])(=[O:15])[c:16]2[cH:17][cH:18][c:19]([CH3:22])[cH:20][cH:21]2)[cH:6][cH:7]1. Product: Cc1ccc(S(=O)(=O)N2C(CCl)CCC2c2ccc(F)cc2)cc1. The reactants are CC1CNCCN1C(=O)OC(C)(C)C, CC1CN(Cc2cc3nc(-c4cc(F)cc5[nH]ccc45)nc(N4CCOCC4)c3s2)CC(C)N1, ClCCl, O=C(O)C(F)(F)F. Yields the product CC1CN(Cc2cc3nc(-c4cc(F)cc5[nH]ccc45)nc(N4CCOCC4)c3s2)CCN1. RXN SMILES: [C:35]([O:36][C:37]([N:38]1[CH2:39][CH2:40][NH:41][CH2:42][CH:43]1[CH3:44])=[O:45])([CH3:46])([CH3:47])[CH3:48].[CH3:1][CH:2]1[CH2:3][N:4]([CH2:9][c:10]2[cH:11][c:12]3[n:13][c:14](-[c:25]4[c:26]5[cH:27][cH:28][nH:29][c:30]5[cH:31][c:32]([F:34])[cH:33]4)[n:15][c:16]([N:19]4[CH2:20][CH2:21][O:22][CH2:23][CH2:24]4)[c:17]3[s:18]2)[CH2:5][CH:6]([CH3:8])[NH:7]1.[Cl:56][CH2:57][Cl:58].[F:49][C:50]([F:51])([F:52])[C:53]([OH:54])=[O:55]>>[CH3:1][CH:2]1[CH2:3][N:4]([CH2:9][c:10]2[cH:11][c:12]3[n:13][c:14](-[c:25]4[c:26]5[cH:27][cH:28][nH:29][c:30]5[cH:31][c:32]([F:34])[cH:33]4)[n:15][c:16]([N:19]4[CH2:20][CH2:21][O:22][CH2:23][CH2:24]4)[c:17]3[s:18]2)[CH2:5][CH2:6][NH:7]1.